From a dataset of the Open Reaction Database (ORD), a public repository of structured organic reaction records. describe an organic reaction: reactants, conditions, products, and yield Starting materials: CC(=O)CCl, CC(=O)[O-], CCC(C)=O, Cl, [Na+], O, Sc1nc2ccccc2[nH]1. The product is CC(=O)CSc1nc2ccccc2[nH]1. RXN SMILES: [CH3:11][C:12](=[O:13])[CH2:14][Cl:15].[CH3:18][C:19](=[O:20])[O-:21].[CH3:23][C:24](=[O:25])[CH2:26][CH3:27].[ClH:16].[Na+:17].[OH2:22].[SH:1][c:2]1[nH:3][c:4]2[c:5]([n:6]1)[cH:7][cH:8][cH:9][cH:10]2>>[S:1]([c:2]1[nH:3][c:4]2[c:5]([n:6]1)[cH:7][cH:8][cH:9][cH:10]2)[CH2:14][C:12]([CH3:11])=[O:13].